From a dataset of the Open Reaction Database (ORD), a public repository of structured organic reaction records. describe an organic reaction: reactants, conditions, products, and yield Reactants: C(C)OC([C@H](CCC(C(C)(C)OC(C)OCC)(F)F)[C@H]1CC[C@H]2[C@@H]3CC=C4C[C@H](C[C@@H]([C@]4(C)[C@H]3CC[C@]12C)OC1OCCCC1)OC1OCCCC1)=O ([1α,3β]-1,3-bis[(tetrahydro-2H-pyran-2-yl)oxy]-25-(1-ethoxyethoxy)-24,24-difluorocholest-5-en-21-oic acid ethyl ester), [H-].[Al+3].[Li+].[H-].[H-].[H-] (lithium aluminum hydride). Run in CCOCC (ether), O1CCCC1 (tetrahydrofuran), O1CCCC1 (tetrahydrofuran). Run at temperature 50 celsius, time 1 hour. Yields the product O1C(CCCC1)O[C@H]1C[C@@H](CC2=CC[C@H]3[C@@H]4CC[C@H]([C@@H](CCC(C(C)(C)OC(C)OCC)(F)F)CO)[C@]4(CC[C@@H]3[C@@]12C)C)OC1OCCCC1 ([1α,3β]-1,3-bis[(tetrahydro-2H-pyran-2-yl)oxy]-25-(1-ethoxyethoxy)-24,24-difluorocholest-5-en-21ol). RXN SMILES: [H-].[Al+3].[Li+].[H-].[H-].[H-].C([O:9][C:10](=O)[C@@H:11]([C@@H:26]1[C@:43]2([CH3:44])[C@H:29]([C@H:30]3[C@H:40]([CH2:41][CH2:42]2)[C@:38]2([CH3:39])[C:33]([CH2:34][C@@H:35]([O:52][CH:53]4[CH2:58][CH2:57][CH2:56][CH2:55][O:54]4)[CH2:36][C@@H:37]2[O:45][CH:46]2[CH2:51][CH2:50][CH2:49][CH2:48][O:47]2)=[CH:32][CH2:31]3)[CH2:28][CH2:27]1)[CH2:12][CH2:13][C:14]([F:25])([F:24])[C:15]([O:18][CH:19]([O:21][CH2:22][CH3:23])[CH3:20])([CH3:17])[CH3:16])C>O1CCCC1.CCOCC>[O:47]1[CH2:48][CH2:49][CH2:50][CH2:51][CH:46]1[O:45][C@@H:37]1[C@@:38]2([CH3:39])[C:33](=[CH:32][CH2:31][C@@H:30]3[C@@H:40]2[CH2:41][CH2:42][C@@:43]2([CH3:44])[C@H:29]3[CH2:28][CH2:27][C@@H:26]2[C@H:11]([CH2:10][OH:9])[CH2:12][CH2:13][C:14]([F:24])([F:25])[C:15]([O:18][CH:19]([O:21][CH2:22][CH3:23])[CH3:20])([CH3:17])[CH3:16])[CH2:34][C@@H:35]([O:52][CH:53]2[CH2:58][CH2:57][CH2:56][CH2:55][O:54]2)[CH2:36]1 |f:0.1.2.3.4.5|. Procedure details: To a mixture of 0.20 g (0.0053 mol) of lithium aluminum hydride and 10 mL of tetrahydrofuran at 0° C. was added 2.55 g (0.0034 mol) of [1α,3β]-1,3-bis[(tetrahydro-2H-pyran-2-yl)oxy]-25-(1-ethoxyethoxy)-24,24-difluorocholest-5-en-21-oic acid ethyl ester in 35 mL of tetrahydrofuran. The mixture was heated at 50° C. for 1.5 hr, recooled to 0° C., and diluted with 120 mL of ether. The mixture was then quenched with the dropwise addition of 0.40 ml of water and 0.32 mL of 10% aqueous sodium hydroxide...